Task: describe an organic reaction: reactants, conditions, products, and yield. Dataset: the Open Reaction Database (ORD), a public repository of structured organic reaction records Reactants: CC=1NC(=C(C(C1C(=O)OCCCN(C)C)C1=CC=CC=C1)C(=O)OCCCN(C)C)C (bis(3-dimethylaminopropyl) 2,6-dimethyl-4-phenyl-1,4-dihydropyridine-3,5-dicarboxylate), N1=CC=CC=C1 (pyridine), pyridinium bromide perbromide. Run in C(Cl)(Cl)Cl (chloroform). Reaction conditions: temperature -20 celsius, time 0.5 hour. Product: CC1=C(C(C2=C(N1)COC2=O)C2=CC=CC=C2)C(=O)OCCCN(C)C (3-Dimethylaminopropyl 2-methyl-4-phenyl-5-oxo-1,4,5,7-tetrahydrofuro[3,4-b]pyridine-3-carboxylate). Isolated yield 15.9%. As a reaction SMILES: C1C=C[NH+]=CC=1.Br[Br-]Br.[CH3:10][C:11]1[NH:12][C:13]([CH3:41])=[C:14]([C:32]([O:34]CCCN(C)C)=[O:33])[CH:15]([C:26]2[CH:31]=[CH:30][CH:29]=[CH:28][CH:27]=2)[C:16]=1[C:17]([O:19][CH2:20][CH2:21][CH2:22][N:23]([CH3:25])[CH3:24])=[O:18].N1C=CC=CC=1>C(Cl)(Cl)Cl>[CH3:10][C:11]1[NH:12][C:13]2[CH2:41][O:34][C:32](=[O:33])[C:14]=2[CH:15]([C:26]2[CH:31]=[CH:30][CH:29]=[CH:28][CH:27]=2)[C:16]=1[C:17]([O:19][CH2:20][CH2:21][CH2:22][N:23]([CH3:25])[CH3:24])=[O:18] |f:0.1|. Procedure: 1.31 grams of 80 percent pyridinium bromide perbromide (3.28 millimoles) was added to a cooled to -20° C. solution of 1.30 grams (2.84 millimoles) of bis(3-dimethylaminopropyl) 2,6-dimethyl-4-phenyl-1,4-dihydropyridine-3,5-dicarboxylate and 0.4 milliliter of pyridine in 20 milliliters of chloroform. The resulting mixture was stirred at -20° C. for 1/2 hour and then heated at reflux for 2 hours. The mixture was cooled to room temperature and allowed to stir overnight. The crude product was chroma... Starting materials: [Si](C)(C)(C(C)(C)C)N1C(CC1C(C=C)(C)C)=O (1-(t-butyldimethylsilyl)-4-(1,1-dimethyl-prop-2-enyl)-azetidin-2-one), C(CCC)[Li] (n-Butyllithium), CCCCCC (hexane), C(C)(C)NC(C)C (diisopropylamine), C(C)(=O)N1C=NC=C1 (N-acetylimidazole). Solvent: O1CCCC1 (tetrahydrofuran), O1CCCC1 (tetrahydrofuran). Conditions: temperature -78 celsius, time 15 minute. Product: [Si](C)(C)(C(C)(C)C)N1C(C(C1C(C=C)(C)C)C(C)=O)=O (1-(t-Butyldimethylsilyl)-3-(1-oxoethyl)-4-(1,1-dimethylprop-2-enyl)-azetidin-2-one). Reaction SMILES: C([Li])CCC.CCCCCC.C(NC(C)C)(C)C.[Si:19]([N:26]1[CH:29]([C:30]([CH3:34])([CH3:33])[CH:31]=[CH2:32])[CH2:28][C:27]1=[O:35])([C:22]([CH3:25])([CH3:24])[CH3:23])([CH3:21])[CH3:20].[C:36](N1C=CN=C1)(=[O:38])[CH3:37]>O1CCCC1>[Si:19]([N:26]1[CH:29]([C:30]([CH3:34])([CH3:33])[CH:31]=[CH2:32])[CH:28]([C:36](=[O:38])[CH3:37])[C:27]1=[O:35])([C:22]([CH3:25])([CH3:24])[CH3:23])([CH3:21])[CH3:20]. Procedure details: n-Butyllithium in hexane (4.10 mmol) is added by syringe to a solution of diisopropylamine (4.10 mmol) in anhydrous tetrahydrofuran (16 ml) at -78° C. The resulting solution is stirred at -78° C. for 15 min. prior to the addition of a solution of 1-(t-butyldimethylsilyl)-4-(1,1-dimethyl-prop-2-enyl)-azetidin-2-one 3 (2.0 mmol) in anhydrous tetrahydro uran (2 ml). After an additional 15 min. at -78° C., the reaction mixture is added via a Teflon tube to a mixture of N-acetylimidazole (4.1 mmol) i... The reactants are C1CC(=O)N(C1=O)I (NIS), C1=CC(=C(C=C1C=2C=CC(=CC2F)F)C(=O)O)O (diflunisal), FC(C(=O)O)(F)F (trifluoroacetic acid). The solvent is C(C)#N (acetonitrile). Product: FC1=C(C=CC(=C1)F)C1=CC(=C(C(C(=O)O)=C1)O)I (5-(2,4-difluorophenyl)-3-iodo-salicylic acid). Reaction SMILES: C1C(=O)N([I:8])C(=O)C1.[CH:9]1[C:14]([C:15]2[CH:16]=[CH:17][C:18]([F:22])=[CH:19][C:20]=2[F:21])=[CH:13][C:12]([C:23]([OH:25])=[O:24])=[C:11]([OH:26])[CH:10]=1.FC(F)(F)C(O)=O>C(#N)C>[F:21][C:20]1[CH:19]=[C:18]([F:22])[CH:17]=[CH:16][C:15]=1[C:14]1[CH:13]=[C:12]([C:23]([OH:25])=[O:24])[C:11]([OH:26])=[C:10]([I:8])[CH:9]=1. Reported procedure: 198 mg (0.88 mmol, 1.1 eq) of NIS was added at room temperature to a solution of 200 mg (0.8 mmol) of diflunisal in 4 ml of acetonitrile and a catalytic quantity of 18 μl (0.24 mmol, 0.3 eq) of trifluoroacetic acid. It was stirred continuously. The solvent was evaporated at low pressure, it was diluted with dichloromethane and the product was then worked up as in example 1. Starting materials: C(C1=CC=CC=C1)OC(=O)N[C@@H]([C@H](O)C)C(=O)N (benzyloxycarbonylthreonine amide), CS(=O)(=O)Cl (methanesulfonyl chloride), CS(=O)(=O)Cl (methanesulfonyl chloride), ice, O (water). Solvent: N1=CC=CC=C1 (pyridine). Conditions: time 1 hour. Yields the product N[C@@H]1C(N([C@H]1C)S(=O)(=O)O)=O ((3S-trans)-3-Amino-4-methyl-2-oxo-1-azetidinesulfonic acid). As a reaction SMILES: C(OC([NH:11][C@H:12]([C:16]([NH2:18])=[O:17])[C@@H:13]([CH3:15])O)=O)C1C=CC=CC=1.C[S:20](Cl)(=[O:22])=[O:21].[OH2:24]>N1C=CC=CC=1>[NH2:11][C@H:12]1[C@H:13]([CH3:15])[N:18]([S:20]([OH:22])(=[O:24])=[O:21])[C:16]1=[O:17]. Procedure details: Under an atmosphere of argon, 100 g of benzyloxycarbonylthreonine amide is dissolved in 400 ml of anhydrous pyridine and cooled in an ice/salt bath. To this stirring solution, 36.8 ml (54.5 g) of methanesulfonyl chloride is added over a 15 minute period. After 2 hours of stirring an additional 0.3 equivalents of methanesulfonyl chloride is added. The reaction is then stirred for 1 hour and poured into a mixture of 1.5 l of ice and 2 l of water. The resulting slurry is stirred for about 30 minute... Reactants: C=Cc1ccc(C)nc1, CN1CCc2[nH]c3ccc(I)cc3c2C1, [K+], [OH-], O. The product is Cc1ccc(CCn2c3c(c4cc(I)ccc42)CN(C)CC3)cn1. As a reaction SMILES: [CH3:18][c:19]1[n:20][cH:21][c:22]([CH:25]=[CH2:26])[cH:23][cH:24]1.[I:1][c:2]1[cH:3][c:4]2[c:5]3[c:6]([nH:7][c:8]2[cH:9][cH:10]1)[CH2:11][CH2:12][N:13]([CH3:15])[CH2:14]3.[K+:17].[OH-:16].[OH2:27]>>[I:1][c:2]1[cH:3][c:4]2[c:5]3[c:6]([n:7]([CH2:26][CH2:25][c:22]4[cH:21][n:20][c:19]([CH3:18])[cH:24][cH:23]4)[c:8]2[cH:9][cH:10]1)[CH2:11][CH2:12][N:13]([CH3:15])[CH2:14]3. Reactants: O (H2O), [OH-].[Na+] (NaOH), O (H2O), C1(CCCC1)OC=1C=C(C=CC1OC)[C@@H]1CNC[C@H]1C(=O)OC (trans-3-(3-cyclopentoxy-4-methoxyphenyl)-4-(methoxycarbonyl)pyrrolidine), [H-].[H-].[H-].[H-].[Li+].[Al+3] (LiAlH4). Run in C1CCOC1 (THF). Conditions: temperature 0 celsius, time 15 minute. Product: C1(CCCC1)OC=1C=C(C=CC1OC)[C@@H]1CNC[C@H]1CO (trans-3-(3-cyclopentoxy-4-methoxyphenyl)-4-(hydroxymethyl)pyrrolidine). Isolated yield 71.9%. RXN SMILES: [CH:1]1([O:6][C:7]2[CH:8]=[C:9]([C@H:15]3[C@H:19]([C:20](OC)=[O:21])[CH2:18][NH:17][CH2:16]3)[CH:10]=[CH:11][C:12]=2[O:13][CH3:14])[CH2:5][CH2:4][CH2:3][CH2:2]1.[H-].[H-].[H-].[H-].[Li+].[Al+3].O.[OH-].[Na+]>C1COCC1>[CH:1]1([O:6][C:7]2[CH:8]=[C:9]([C@H:15]3[C@H:19]([CH2:20][OH:21])[CH2:18][NH:17][CH2:16]3)[CH:10]=[CH:11][C:12]=2[O:13][CH3:14])[CH2:2][CH2:3][CH2:4][CH2:5]1 |f:1.2.3.4.5.6,8.9|. Procedure: To a solution of trans-3-(3-cyclopentoxy-4-methoxyphenyl)-4-(methoxycarbonyl)pyrrolidine (500 mg, 1.57 mmol) in 7 mL of THF at 0° C. was added LiAlH4 (60 mg, 1.57 mmol). The resulting mixture was stirred for 15 min at 0° C. and then allowed to stir at room temperature for 20 min. The mixture was then successively treated dropwise with H2O (0.06 mL), 15% NaOH (0.06 mL), and H2O (0.18 mL). The resulting suspension was then stirred for 1 hr, filtered through Celite, and concentrated under reduced p...